Dataset: the Open Reaction Database (ORD), a public repository of structured organic reaction records. Task: describe an organic reaction: reactants, conditions, products, and yield Reactants: C(C)(=O)OCC(=O)N1CCC(CC1)NC(=O)C1=C(C=2C(N(C=3C=CC=CC3C2N1C)CC1=C(C=CC=C1)Cl)=O)OC (2-[4-({[5-(2-chlorobenzyl)-3-methoxy-1-methyl-4-oxo-4,5-dihydro-1H-pyrrolo[3,2-c]quinolin-2-yl]carbonyl}amino)piperidin-1-yl]-2-oxoethyl acetate), C([O-])([O-])=O.[K+].[K+] (potassium carbonate), CO (methanol), O (water). The solvent is C1CCOC1 (THF), C(O)([O-])=O.[Na+] (sodium hydrogen carbonate). Yields the product ClC1=C(CN2C(C3=C(C=4C=CC=CC24)N(C(=C3OC)C(=O)NC3CCN(CC3)C(CO)=O)C)=O)C=CC=C1 (5-(2-chlorobenzyl)-N-[1-(hydroxyacetyl)piperidin-4-yl]-3-methoxy-1-methyl-4-oxo-4,5-dihydro-1H-pyrrolo[3,2-c]quinoline-2-carboxamide). Isolated yield 10.8%. Reaction SMILES: C([O:4][CH2:5][C:6]([N:8]1[CH2:13][CH2:12][CH:11]([NH:14][C:15]([C:17]2[N:29]([CH3:30])[C:28]3[C:27]4[CH:26]=[CH:25][CH:24]=[CH:23][C:22]=4[N:21]([CH2:31][C:32]4[CH:37]=[CH:36][CH:35]=[CH:34][C:33]=4[Cl:38])[C:20](=[O:39])[C:19]=3[C:18]=2[O:40][CH3:41])=[O:16])[CH2:10][CH2:9]1)=[O:7])(=O)C.C(=O)([O-])[O-].[K+].[K+].CO.O>C1COCC1.C(=O)([O-])O.[Na+]>[Cl:38][C:33]1[CH:34]=[CH:35][CH:36]=[CH:37][C:32]=1[CH2:31][N:21]1[C:22]2[CH:23]=[CH:24][CH:25]=[CH:26][C:27]=2[C:28]2[N:29]([CH3:30])[C:17]([C:15]([NH:14][CH:11]3[CH2:10][CH2:9][N:8]([C:6](=[O:7])[CH2:5][OH:4])[CH2:13][CH2:12]3)=[O:16])=[C:18]([O:40][CH3:41])[C:19]=2[C:20]1=[O:39] |f:1.2.3,7.8|. Reported procedure: A solution of 2-[4-({[5-(2-chlorobenzyl)-3-methoxy-1-methyl-4-oxo-4,5-dihydro-1H-pyrrolo[3,2-c]quinolin-2-yl]carbonyl}amino)piperidin-1-yl]-2-oxoethyl acetate (80 mg) and potassium carbonate (100 mg, 0.71 mmol) in THF (2 mL)-methanol (1 mL)-water (1 mL) was stirred at room temperature for 3 hr. The reaction mixture was diluted with saturated sodium hydrogen carbonate solution, and extracted twice with ethyl acetate. The extract was washed with brine, dried over magnesium sulfate, and concentrate... Starting materials: CN(C)C=O, N#Cc1c(F)cccc1F, [H-], [Na+], CC(C)(C)OC(=O)N1CCN(CCO)CC1. The product is CC(C)(C)OC(=O)N1CCN(CCOc2cccc(F)c2C#N)CC1. As a reaction SMILES: [CH3:29][N:30]([CH3:31])[CH:32]=[O:33].[F:19][c:20]1[c:21]([C:22]#[N:23])[c:24]([F:28])[cH:25][cH:26][cH:27]1.[H-:17].[Na+:18].[OH:1][CH2:2][CH2:3][N:4]1[CH2:5][CH2:6][N:7]([C:10](=[O:11])[O:12][C:13]([CH3:14])([CH3:15])[CH3:16])[CH2:8][CH2:9]1>>[O:1]([CH2:2][CH2:3][N:4]1[CH2:5][CH2:6][N:7]([C:10](=[O:11])[O:12][C:13]([CH3:14])([CH3:15])[CH3:16])[CH2:8][CH2:9]1)[c:24]1[c:21]([C:22]#[N:23])[c:20]([F:19])[cH:27][cH:26][cH:25]1. Reaction conditions: temperature 40 celsius. The solvent is CN1C(N(CC1)C)=O (1,3-dimethyl-imidazolin-2-one). Reported procedure: A mixture of 1-amino-3-isopropyloxazolo[4,3-a]phthalazinium tetrafluoroborate (1.58 g) and ethyl phenylpropiolate (1.74 g) in 1,3-dimethyl-imidazolin-2-one (30 ml) was maintained at 40° C. for 19 hours and then the resulting brown solution was poured into water (200 ml), and the mixture was extracted with a mixture of petroleum ether (b.p. 40°-60° C.) and diethyl ether (1:1 v/v; 3×200 ml). The extracts were combined, dried over magnesium sulphate, and evaporated, and the resulting residue was su... The reactants are F[B-](F)(F)F.NC=1OC(=[N+]2C1C1=CC=CC=C1C=N2)C(C)C (1-amino-3-isopropyloxazolo[4,3-a]phthalazinium tetrafluoroborate), C1(=CC=CC=C1)C#CC(=O)OCC (ethyl phenylpropiolate), O (water). Yield: 40.1%. As a reaction SMILES: F[B-](F)(F)F.NC1O[C:9]([CH:20]([CH3:22])[CH3:21])=[N+:10]2[N:19]=[CH:18][C:17]3[C:12](=[CH:13][CH:14]=[CH:15][CH:16]=3)[C:11]=12.[C:23]1([C:29]#[C:30][C:31]([O:33][CH2:34][CH3:35])=[O:32])[CH:28]=[CH:27][CH:26]=[CH:25][CH:24]=1.O>CN1CCN(C)C1=O>[CH:20]([C:9]1[N:10]2[N:19]=[CH:18][C:17]3[C:12]([C:11]2=[C:29]([C:23]2[CH:28]=[CH:27][CH:26]=[CH:25][CH:24]=2)[C:30]=1[C:31]([O:33][CH2:34][CH3:35])=[O:32])=[CH:13][CH:14]=[CH:15][CH:16]=3)([CH3:22])[CH3:21] |f:0.1|. Yields the product C(C)(C)C1=C(C(=C2N1N=CC1=CC=CC=C21)C2=CC=CC=C2)C(=O)OCC (ethyl 3-isopropyl-1-phenylpyrrolo[2,1-a]phthalazine-2-carboxylate). Starting materials: C(C)(C)(C)OC(=O)N1CCC(CC1)(C(=O)OC)C1=CC=CC=C1 (Methyl 1-t-butoxycarbonyl-4-phenylpiperidine-4-carboxylate), FC(C(=O)O)(F)F.ClCCl (trifluoroacetic acid dichloromethane). Conditions: time 6 hour. The product is FC(C(=O)O)(F)F.C1(=CC=CC=C1)C1(CCNCC1)C(=O)OC (Methyl 4-Phenylpiperidine-4-carboxylate Trifluoroacetate). Reaction SMILES: C(OC([N:8]1[CH2:13][CH2:12][C:11]([C:18]2[CH:23]=[CH:22][CH:21]=[CH:20][CH:19]=2)([C:14]([O:16][CH3:17])=[O:15])[CH2:10][CH2:9]1)=O)(C)(C)C.[F:24][C:25]([F:30])([F:29])[C:26]([OH:28])=[O:27].ClCCl>>[F:24][C:25]([F:30])([F:29])[C:26]([OH:28])=[O:27].[C:18]1([C:11]2([C:14]([O:16][CH3:17])=[O:15])[CH2:10][CH2:9][NH:8][CH2:13][CH2:12]2)[CH:19]=[CH:20][CH:21]=[CH:22][CH:23]=1 |f:1.2,3.4|. Procedure details: Methyl 1-t-butoxycarbonyl-4-phenylpiperidine-4-carboxylate (5.0 g) was dissolved in trifluoroacetic acid-dichloromethane (10%, 100 mL) and the mixture was stirred at room temperature for 6 h. The solvent was evaporated under reduced pressure to give the title compound as a yellow gum (5.2 g), δH (CDCl3) 2.11-2.20 (2H, m), 2.64-2.68 (2H, m), 3.03-3.13 (2H, m), 3.38-3.44 (2H, m), 3.63 (3H, s), 7.18-7.33 (5H, m), and 7.98 (1H, br s).